Dataset: the Open Reaction Database (ORD), a public repository of structured organic reaction records. Task: describe an organic reaction: reactants, conditions, products, and yield Reactants: CCO, CCOC(=O)N1CCC(=C2c3ccc(F)cc3CCc3cccnc32)CC1, [K+], [OH-], O. The product is Fc1ccc2c(c1)CCc1cccnc1C2=C1CCNCC1. Reaction SMILES: [CH2:31]([OH:32])[CH3:33].[F:1][c:2]1[cH:3][cH:4][c:5]2[c:6]([cH:27]1)[CH2:7][CH2:8][c:9]1[c:10]([n:11][cH:12][cH:13][cH:14]1)[C:15]2=[C:16]1[CH2:17][CH2:18][N:19]([C:22]([O:23][CH2:24][CH3:25])=[O:26])[CH2:20][CH2:21]1.[K+:29].[OH-:28].[OH2:30]>>[F:1][c:2]1[cH:3][cH:4][c:5]2[c:6]([cH:27]1)[CH2:7][CH2:8][c:9]1[c:10]([n:11][cH:12][cH:13][cH:14]1)[C:15]2=[C:16]1[CH2:17][CH2:18][NH:19][CH2:20][CH2:21]1. Reactants: Oc1ccc(Br)cc1, O=C(Cl)Cc1ccccc1, c1ccncc1. Yields the product O=C(Cc1ccccc1)Oc1ccc(Br)cc1. Reaction SMILES: [Br:11][c:12]1[cH:13][cH:14][c:15]([OH:18])[cH:16][cH:17]1.[c:1]1([CH2:7][C:8](=[O:9])[Cl:10])[cH:2][cH:3][cH:4][cH:5][cH:6]1.[cH:19]1[cH:20][cH:21][n:22][cH:23][cH:24]1>>[c:1]1([CH2:7][C:8](=[O:9])[O:18][c:15]2[cH:14][cH:13][c:12]([Br:11])[cH:17][cH:16]2)[cH:2][cH:3][cH:4][cH:5][cH:6]1. Reactants: CCCc1nc2c(C)cc(NC(=NC#N)N(C)CCO)cc2n1Cc1ccc(-c2ccccc2C(=O)OC)cc1, CCO, [Na+], [OH-]. Yields the product CCCc1nc2c(C)cc(NC(=NC#N)N(C)CCO)cc2n1Cc1ccc(-c2ccccc2C(=O)O)cc1. RXN SMILES: [CH2:1]([CH2:2][CH3:3])[c:4]1[n:5][c:6]2[c:7]([n:8]1[CH2:9][c:10]1[cH:11][cH:12][c:13](-[c:16]3[c:17]([C:22](=[O:23])[O:24][CH3:25])[cH:18][cH:19][cH:20][cH:21]3)[cH:14][cH:15]1)[cH:26][c:27]([NH:31][C:32](=[N:33][C:34]#[N:35])[N:36]([CH3:37])[CH2:38][CH2:39][OH:40])[cH:28][c:29]2[CH3:30].[CH3:43][CH2:44][OH:45].[Na+:42].[OH-:41]>>[CH2:1]([CH2:2][CH3:3])[c:4]1[n:5][c:6]2[c:7]([n:8]1[CH2:9][c:10]1[cH:11][cH:12][c:13](-[c:16]3[c:17]([C:22](=[O:23])[OH:24])[cH:18][cH:19][cH:20][cH:21]3)[cH:14][cH:15]1)[cH:26][c:27]([NH:31][C:32](=[N:33][C:34]#[N:35])[N:36]([CH3:37])[CH2:38][CH2:39][OH:40])[cH:28][c:29]2[CH3:30]. The reactants are C(=O)OCCCN1C(N(C2=C(C1=O)C(=C(C=N2)OC(C)C)CC2=CC=C(C=C2)F)C)=O (3-(5-(4-fluorobenzyl)-6-isopropoxy-1-methyl-2,4-dioxo-1,2-dihydropyrido[2,3-d]pyrimidin-3(4H)-yl)propyl formate), O[Li].O (LiOH.H2O). Solvent: C1CCOC1 (THF), O (water), CC(OCC)=O (EA), O (water). Conditions: time 15 minute. Product: FC1=CC=C(CC2=C(C=NC=3N(C(N(C(C32)=O)CCCO)=O)C)OC(C)C)C=C1 (5-(4-fluorobenzyl)-3-(3-hydroxypropyl)-6-isopropoxy-1-methylpyrido[2,3-d]pyrimidine-2,4(1H,3H)-dione). Isolated yield 35.6%. As a reaction SMILES: C([O:3][CH2:4][CH2:5][CH2:6][N:7]1[C:12](=[O:13])[C:11]2[C:14]([CH2:22][C:23]3[CH:28]=[CH:27][C:26]([F:29])=[CH:25][CH:24]=3)=[C:15]([O:18][CH:19]([CH3:21])[CH3:20])[CH:16]=[N:17][C:10]=2[N:9]([CH3:30])[C:8]1=[O:31])=O.O[Li].O>C1COCC1.O.CC(=O)OCC>[F:29][C:26]1[CH:25]=[CH:24][C:23]([CH2:22][C:14]2[C:11]3[C:12](=[O:13])[N:7]([CH2:6][CH2:5][CH2:4][OH:3])[C:8](=[O:31])[N:9]([CH3:30])[C:10]=3[N:17]=[CH:16][C:15]=2[O:18][CH:19]([CH3:20])[CH3:21])=[CH:28][CH:27]=1 |f:1.2|. Reported procedure: To a solution of 3-(5-(4-fluorobenzyl)-6-isopropoxy-1-methyl-2,4-dioxo-1,2-dihydropyrido[2,3-d]pyrimidin-3(4H)-yl)propyl formate (89 mg, 0.21 mmol) in THF (3 mL) and water (3 mL) was added LiOH.H2O (17.4 mg, 0.42 mmol). The reaction was stirred at RT for 15 min then diluted with EA (20 mL) and water (20 mL). The organic layer was dried over Na2SO4 and concentrated to a residue which was purified by Prep HPLC to give 5-(4-fluorobenzyl)-3-(3-hydroxypropyl)-6-isopropoxy-1-methylpyrido[2,3-d]pyrimid... Starting materials: COC(C(N1N=NC2=C1C=C(C=C2)OCC2=CC=CC=C2)C)OC (6-(benzyloxy)-α-methyl-1H-benzotriazole-1-acetaldehyde dimethyl acetal), S(O)(O)(=O)=O (sulfuric acid). The solvent is C(C)(=O)O (acetic acid), O (water). Product: C(C1=CC=CC=C1)OC=1C=CC2=C(N(N=N2)C(C(=O)O)C)C1 (6-(benzyloxy)-α-methyl-1H-benzotriazole-l-acetic acid). Reaction SMILES: C[O:2][CH:3]([O:23]C)[CH:4]([CH3:22])[N:5]1[C:9]2[CH:10]=[C:11]([O:14][CH2:15][C:16]3[CH:21]=[CH:20][CH:19]=[CH:18][CH:17]=3)[CH:12]=[CH:13][C:8]=2[N:7]=[N:6]1.S(=O)(=O)(O)O>C(O)(=O)C.O>[CH2:15]([O:14][C:11]1[CH:12]=[CH:13][C:8]2[N:7]=[N:6][N:5]([CH:4]([CH3:22])[C:3]([OH:23])=[O:2])[C:9]=2[CH:10]=1)[C:16]1[CH:17]=[CH:18][CH:19]=[CH:20][CH:21]=1. Procedure: A solution of 6-(benzyloxy)-α-methyl-1H-benzotriazole-1-acetaldehyde dimethyl acetal (95 g, 0.272 mole) and concentrated sulfuric acid (20 ml) in acetic acid and water is heated at 72° C. for 20 hours, cooled to room temperature and concentrated in vacuo. The concentrated solution is diluted with acetone and water and treated with KMnO4 (140 g) in portions over a three hour period at 18°-30° C. with stirring.